Dataset: the Open Reaction Database (ORD), a public repository of structured organic reaction records. Task: describe an organic reaction: reactants, conditions, products, and yield Starting materials: CuCl2, CC(=O)C (acetone), C(C1=CC=CC=C1)OCCCCC(CCC1SCCS1)=O (7-benzyloxy-1-(1,3-dithia-2-cyclopentyl)-heptane-3-one). Yields the product C(C1=CC=CC=C1)OCCCCC(CC)C=O (7-Benzyloxy-3-heptanecarbaldehyde). As a reaction SMILES: [CH2:1]([O:8][CH2:9][CH2:10][CH2:11][CH2:12][C:13](=O)[CH2:14][CH2:15]C1SCCS1)[C:2]1[CH:7]=[CH:6][CH:5]=[CH:4][CH:3]=1.C[C:23](C)=[O:24]>>[CH2:1]([O:8][CH2:9][CH2:10][CH2:11][CH2:12][CH:13]([CH:23]=[O:24])[CH2:14][CH3:15])[C:2]1[CH:3]=[CH:4][CH:5]=[CH:6][CH:7]=1. Reported procedure: 0.135 mole = 44 g of 7-benzyloxy-1-(1,3-dithia-2-cyclopentyl)-heptane-3-one were heated for 1 hour under nitrogen and under reflux in 1 liter of acetone with [0.275 mole] = 47 g of CuCl2. 2 H2O and [0.57 mole] = 44 g of CuO, the copper salts were filtered off and the filtrate was concentrated under reduced pressure. The residue was dissolved in ether, washed twice with 2N- HCl and thrice with water, dried and the solvent was removed by distillation under reduced pressure. The residue was distill... Starting materials: ClCOC(C1=CC=C(C=C1)NC(CNC(=O)OCC1=CC=C(C=C1)[N+](=O)[O-])=O)=O (chloromethyl-4[N-(4-nitrobenzyloxycarbonyl)glycylamino]benzoate), [I-].[Na+] (sodium iodide). The solvent is CC(=O)C (acetone). Conditions: time 16 hour. The product is ICOC(C1=CC=C(C=C1)NC(CNC(=O)OCC1=CC=C(C=C1)[N+](=O)[O-])=O)=O (Iodomethyl-4[N-(4-nitrobenzyloxycarbonyl)glycylamino]benzoate). Yield: 49.3%. Reaction SMILES: Cl[CH2:2][O:3][C:4](=[O:29])[C:5]1[CH:10]=[CH:9][C:8]([NH:11][C:12](=[O:28])[CH2:13][NH:14][C:15]([O:17][CH2:18][C:19]2[CH:24]=[CH:23][C:22]([N+:25]([O-:27])=[O:26])=[CH:21][CH:20]=2)=[O:16])=[CH:7][CH:6]=1.[I-:30].[Na+]>CC(C)=O>[I:30][CH2:2][O:3][C:4](=[O:29])[C:5]1[CH:10]=[CH:9][C:8]([NH:11][C:12](=[O:28])[CH2:13][NH:14][C:15]([O:17][CH2:18][C:19]2[CH:24]=[CH:23][C:22]([N+:25]([O-:27])=[O:26])=[CH:21][CH:20]=2)=[O:16])=[CH:7][CH:6]=1 |f:1.2|. Procedure: A solution of chloromethyl-4[N-(4-nitrobenzyloxycarbonyl)glycylamino]benzoate (1.0 g) in dry acetone (30 ml) was treated with finely-ground sodium iodide (3.6 g) and the mixture stirred at room temperature for 16 h. The mixture was filtered, the filtrate evaporated under reduced pressure and the residue dissolved in dichloromethane (50 ml) and washed with sodium thiosulphate (10%. aq. solution) until colourless. The organic phase was washed with water (20 ml), saturated aqueous NaCl (20 ml) and ... Starting materials: CCN(C(C)C)C(C)C (DIPEA), NC1=CC=C(C=N1)C#CC=1C(=NC=CC1C1=CC(=C(C(=O)O)C=C1)Cl)CC (4-[3-(6-Amino-pyridin-3-ylethynyl)-2-ethyl-pyridin-4-yl]-2-chloro-benzoic acid), C=1C=CC2=C(C1)N=NN2O (HOBt), N1CCC(CC1)N1CCOCC1 (4-piperidin-4-yl morpholine), C(CCl)Cl (EDC). Solvent: O.C(C)#N (H2O ACN), CN(C)C=O (DMF). Yields the product NC1=CC=C(C=N1)C#CC=1C(=NC=CC1C1=CC(=C(C=C1)C(=O)N1CCC(CC1)N1CCOCC1)Cl)CC ({4-[3-(6-Amino-pyridin-3-ylethynyl)-2-ethyl-pyridin-4-yl]-2-chloro-phenyl}-(4-morpholin-4-yl-piperidin-1-yl)-methanone). Reaction SMILES: [NH2:1][C:2]1[N:7]=[CH:6][C:5]([C:8]#[C:9][C:10]2[C:11]([CH2:26][CH3:27])=[N:12][CH:13]=[CH:14][C:15]=2[C:16]2[CH:24]=[CH:23][C:19]([C:20]([OH:22])=O)=[C:18]([Cl:25])[CH:17]=2)=[CH:4][CH:3]=1.[NH:28]1[CH2:33][CH2:32][CH:31]([N:34]2[CH2:39][CH2:38][O:37][CH2:36][CH2:35]2)[CH2:30][CH2:29]1.C(Cl)CCl.C1C=CC2N(O)N=NC=2C=1.CCN(C(C)C)C(C)C>CN(C=O)C.O.C(#N)C>[NH2:1][C:2]1[N:7]=[CH:6][C:5]([C:8]#[C:9][C:10]2[C:11]([CH2:26][CH3:27])=[N:12][CH:13]=[CH:14][C:15]=2[C:16]2[CH:24]=[CH:23][C:19]([C:20]([N:28]3[CH2:33][CH2:32][CH:31]([N:34]4[CH2:39][CH2:38][O:37][CH2:36][CH2:35]4)[CH2:30][CH2:29]3)=[O:22])=[C:18]([Cl:25])[CH:17]=2)=[CH:4][CH:3]=1 |f:6.7|. Procedure details: The title compound is synthesized according to general procedure GP5 starting from 100 mg (0.27 mmol) 4-[3-(6-Amino-pyridin-3-ylethynyl)-2-ethyl-pyridin-4-yl]-2-chloro-benzoic acid (A-40) using 68 mg (0.40 mmoL) 4-piperidin-4-yl morpholine, 102 mg (0.53 mmol) EDC, 72 mg (0.53 mmol) HOBt and 68 mg (0.53 mmol) DIPEA in 1.2 mL DMF. After completion of the reaction, the reaction mixture is filtered and the product is isolated from the obtained solution by RP-HPLC using a H2O/ACN-gradient. Yield: 73 ... The reactants are Cc1ccccc1, CC(O)C1CCCCC1, CC(C)(C)OC(=O)N1CCOc2nc(Cl)ccc2C1, [H-], [Na+], O=C(C=Cc1ccccc1)C=Cc1ccccc1, O=C(C=Cc1ccccc1)C=Cc1ccccc1, O=C(C=Cc1ccccc1)C=Cc1ccccc1, O, [Pd], [Pd], c1ccc(P(c2ccccc2)c2ccc3ccccc3c2-c2c(P(c3ccccc3)c3ccccc3)ccc3ccccc23)cc1. Product: CC(Oc1ccc2c(n1)OCCN(C(=O)OC(C)(C)C)C2)C1CCCCC1. Reaction SMILES: [CH3:77][c:78]1[cH:79][cH:80][cH:81][cH:82][cH:83]1.[CH:1]1([CH:7]([CH3:8])[OH:9])[CH2:2][CH2:3][CH2:4][CH2:5][CH2:6]1.[Cl:12][c:13]1[cH:14][cH:15][c:16]2[c:22]([n:23]1)[O:21][CH2:20][CH2:19][N:18]([C:24](=[O:25])[O:26][C:27]([CH3:28])([CH3:29])[CH3:30])[CH2:17]2.[H-:10].[Na+:11].[O:104]=[C:105]([CH:106]=[CH:107][c:108]1[cH:109][cH:110][cH:111][cH:112][cH:113]1)[CH:114]=[CH:115][c:116]1[cH:117][cH:118][cH:119][cH:120][cH:121]1.[O:122]=[C:123]([CH:124]=[CH:125][c:126]1[cH:127][cH:128][cH:129][cH:130][cH:131]1)[CH:132]=[CH:133][c:134]1[cH:135][cH:136][cH:137][cH:138][cH:139]1.[O:86]=[C:87]([CH:88]=[CH:89][c:90]1[cH:91][cH:92][cH:93][cH:94][cH:95]1)[CH:96]=[CH:97][c:98]1[cH:99][cH:100][cH:101][cH:102][cH:103]1.[OH2:140].[Pd:84].[Pd:85].[cH:31]1[cH:32][cH:33][c:34]([P:35]([c:36]2[cH:37][cH:38][c:39]3[c:40]([cH:41][cH:42][cH:43][cH:44]3)[c:45]2-[c:46]2[c:47]3[c:48]([cH:49][cH:50][cH:51][cH:52]3)[cH:53][cH:54][c:55]2[P:56]([c:57]2[cH:58][cH:59][cH:60][cH:61][cH:62]2)[c:63]2[cH:64][cH:65][cH:66][cH:67][cH:68]2)[c:69]2[cH:70][cH:71][cH:72][cH:73][cH:74]2)[cH:75][cH:76]1>>[CH:1]1([CH:7]([CH3:8])[O:9][c:13]2[cH:14][cH:15][c:16]3[c:22]([n:23]2)[O:21][CH2:20][CH2:19][N:18]([C:24](=[O:25])[O:26][C:27]([CH3:28])([CH3:29])[CH3:30])[CH2:17]3)[CH2:2][CH2:3][CH2:4][CH2:5][CH2:6]1. Starting materials: CC=1C=CC(=CC1)S(=O)(=O)O (PTSA), S1C=NC2=C1C=C(C=C2)N2C(N(CC2)C=2C=NC=CC2C(OC)OC)=O (1-benzothiazol-6-yl-3-(4-dimethoxymethyl-pyridin-3-yl)-imidazolidin-2-one), CO (methanol). Solvent: CC(=O)C (acetone), O (water), C(Cl)(Cl)Cl (chloroform). Reaction conditions: time 48 hour. The product is S1C=NC2=C1C=C(C=C2)N2C(N(CC2)C=2C=NC=CC2C=O)=O (3-(3-Benzothiazol-6-yl-2-oxo-imidazolidin-1-yl)-pyridine-4-carbaldehyde). Yield: 99.3%. As a reaction SMILES: CC1C=CC(S(O)(=O)=O)=CC=1.[S:12]1[C:16]2[CH:17]=[C:18]([N:21]3[CH2:25][CH2:24][N:23]([C:26]4[CH:27]=[N:28][CH:29]=[CH:30][C:31]=4[CH:32](OC)[O:33]C)[C:22]3=[O:37])[CH:19]=[CH:20][C:15]=2[N:14]=[CH:13]1.CO>CC(C)=O.O.C(Cl)(Cl)Cl>[S:12]1[C:16]2[CH:17]=[C:18]([N:21]3[CH2:25][CH2:24][N:23]([C:26]4[CH:27]=[N:28][CH:29]=[CH:30][C:31]=4[CH:32]=[O:33])[C:22]3=[O:37])[CH:19]=[CH:20][C:15]=2[N:14]=[CH:13]1. Procedure: PTSA (2.2 g, 11.672 mmol) was added to a stirred solution of 1-benzothiazol-6-yl-3-(4-dimethoxymethyl-pyridin-3-yl)-imidazolidin-2-one (I-177a: 460 mg, 1.2418 mmol) in acetone (20 mL) and water (20 mL). The resulting reaction mass was stirred for 48 hours at room temperature. The reaction was monitored by TLC (5% methanol in chloroform). The reaction mixture was concentrated, the residue was diluted with ice-water, basified with saturated NaHCO3 solution and extracted using ethyl acetate. The aq... The reactants are CCC(=O)Cl, CCN(C(C)C)C(C)C, ClCCl, Cl, Cn1ncc2c1Nc1cc(Cl)ccc1N(C(=O)c1ccc(CN)c(F)c1)C2. Yields the product CCC(=O)NCc1ccc(C(=O)N2Cc3cnn(C)c3Nc3cc(Cl)ccc32)cc1F. Reaction SMILES: [C:10]([CH2:11][CH3:12])(=[O:13])[Cl:14].[CH:1]([N:2]([CH2:3][CH3:4])[CH:5]([CH3:6])[CH3:7])([CH3:8])[CH3:9].[Cl:43][CH2:44][Cl:45].[ClH:15].[NH2:16][CH2:17][c:18]1[c:19]([F:42])[cH:20][c:21]([C:24](=[O:25])[N:26]2[c:27]3[c:28]([cH:37][c:38]([Cl:41])[cH:39][cH:40]3)[NH:29][c:30]3[n:31]([CH3:36])[n:32][cH:33][c:34]3[CH2:35]2)[cH:22][cH:23]1>>[C:10]([CH2:11][CH3:12])(=[O:13])[NH:16][CH2:17][c:18]1[c:19]([F:42])[cH:20][c:21]([C:24](=[O:25])[N:26]2[c:27]3[c:28]([cH:37][c:38]([Cl:41])[cH:39][cH:40]3)[NH:29][c:30]3[n:31]([CH3:36])[n:32][cH:33][c:34]3[CH2:35]2)[cH:22][cH:23]1. Reactants: CC1(OC[C@@H](O1)CONC(=O)C1=C(C=2C=NC=CC2N1C)NC1=C(C=C(C=C1)I)F)C (3-(2-Fluoro-4-iodo-phenylamino)-1-methyl-1H-pyrrolo[3,2-c]pyridine-2-carboxylic acid ((R)-2,2-dimethyl-[1,3]dioxolan-4-ylmethoxy)-amide). The solvent is CO (methanol). Yields the product O[C@@H](CONC(=O)C1=C(C=2C=NC=CC2N1C)NC1=C(C=C(C=C1)I)F)CO (3-(2-Fluoro-4-iodo-phenylamino)-1-methyl-1H-pyrrolo[3,2-c]pyridine-2-carboxylic acid ((R)-2,3-dihydroxy-propoxy)-amide). Yield: 18.5%. RXN SMILES: CC1(C)[O:6][C@@H:5]([CH2:7][O:8][NH:9][C:10]([C:12]2[N:20]([CH3:21])[C:19]3[CH:18]=[CH:17][N:16]=[CH:15][C:14]=3[C:13]=2[NH:22][C:23]2[CH:28]=[CH:27][C:26]([I:29])=[CH:25][C:24]=2[F:30])=[O:11])[CH2:4][O:3]1>CO>[OH:6][C@H:5]([CH2:4][OH:3])[CH2:7][O:8][NH:9][C:10]([C:12]1[N:20]([CH3:21])[C:19]2[CH:18]=[CH:17][N:16]=[CH:15][C:14]=2[C:13]=1[NH:22][C:23]1[CH:28]=[CH:27][C:26]([I:29])=[CH:25][C:24]=1[F:30])=[O:11]. Reported procedure: 3-(2-Fluoro-4-iodo-phenylamino)-1-methyl-1H-pyrrolo[3,2-c]pyridine-2-carboxylic acid ((R)-2,2-dimethyl-[1,3]dioxolan-4-ylmethoxy)-amide (71 mg, 0.13 mmol) was dissolved in methanol (0.5 ml) and loaded onto an Isolute® SCX-2 cartridge (5 g). The cartridge was then washed with methanol (15 ml) and the desired product was subsequently eluted using 2M NH3 in MeOH. The eluant was collected and concentrated to give a residue. The residue was purified by flash chromatography (Si-PPC, dichloromethane:Me... Reactants: FC(C1=CC=CC=2C(NC3=C(SC21)C=CC=C3)=O)(F)F (4-trifluoromethyl-10,11-dihydrodibenzo[b,f][1,4]thiazepin-11-one), [H-].[Na+] (sodium hydride), CI (methyl iodide). The solvent is CN(C)C=O (DMF). Run at time 1 hour. Yields the product CN1C2=C(SC3=C(C1=O)C=CC=C3C(F)(F)F)C=CC=C2 (10-Methyl-4-trifluoromethyl-10,11-dihydrodibenzo[b,f][1,4]thiazepin-11-one). As a reaction SMILES: [F:1][C:2]([F:20])([F:19])[C:3]1[C:13]2[S:12][C:11]3[CH:14]=[CH:15][CH:16]=[CH:17][C:10]=3[NH:9][C:8](=[O:18])[C:7]=2[CH:6]=[CH:5][CH:4]=1.[H-].[Na+].[CH3:23]I>CN(C=O)C>[CH3:23][N:9]1[C:8](=[O:18])[C:7]2[CH:6]=[CH:5][CH:4]=[C:3]([C:2]([F:1])([F:19])[F:20])[C:13]=2[S:12][C:11]2[CH:14]=[CH:15][CH:16]=[CH:17][C:10]1=2 |f:1.2|. Procedure details: To a solution of 4-trifluoromethyl-10,11-dihydrodibenzo[b,f][1,4]thiazepin-11-one (0.295 g, 1 mmol) in DMF (20 ml) was added sodium hydride (0.1 g of 60% dispersion in oil) and the resulting mixture stirred for 30 minutes, before methyl iodide (1 equivalent) was added. After stirring for 1 hour the mixture was evaporated and the residue separated between ethyl acetate and aqueous sodium bicarbonate. The organic fractions were dried (magnesium sulphate) and evaporated. Purification of the residue...